From a dataset of the Open Reaction Database (ORD), a public repository of structured organic reaction records. describe an organic reaction: reactants, conditions, products, and yield The product is O=S(=O)(c1ccccc1)c1ccc(-c2cc(Cl)ccc2O)cc1. Reactants: BrB(Br)Br, ClCCl, O=S(=O)(c1ccccc1)c1ccc(-c2cc(Cl)ccc2OCc2ccccc2)cc1. RXN SMILES: [B:31]([Br:32])([Br:33])[Br:34].[Cl:35][CH2:36][Cl:37].[c:1]1([S:7](=[O:8])(=[O:9])[c:10]2[cH:11][cH:12][c:13](-[c:16]3[c:17]([O:23][CH2:24][c:25]4[cH:26][cH:27][cH:28][cH:29][cH:30]4)[cH:18][cH:19][c:20]([Cl:22])[cH:21]3)[cH:14][cH:15]2)[cH:2][cH:3][cH:4][cH:5][cH:6]1>>[c:1]1([S:7](=[O:8])(=[O:9])[c:10]2[cH:11][cH:12][c:13](-[c:16]3[c:17]([OH:23])[cH:18][cH:19][c:20]([Cl:22])[cH:21]3)[cH:14][cH:15]2)[cH:2][cH:3][cH:4][cH:5][cH:6]1. Starting materials: ClC1=CC=C(CN2CC(CCC2)CO)C=C1 (1-(p-chlorobenzyl)-3-hydroxymethyl piperidine), C1(=CC=CC=C1)P(C1=CC=CC=C1)C1=CC=CC=C1 (triphenylphosphine), C1(C=2C(C(N1)=O)=CC=CC2)=O (phthalimide), N(=NC(=O)OCC)C(=O)OCC (diethyl azodicarboxylate). Run in C1CCOC1 (THF). Reaction conditions: time 1.5 hour. The product is ClC1=CC=C(CN2CC(CCC2)CN2C(C=3C(C2=O)=CC=CC3)=O)C=C1 (1-(p-chlorobenzyl)-3-phthalimidomethylpiperidine). Isolated yield 150.1%. RXN SMILES: [Cl:1][C:2]1[CH:16]=[CH:15][C:5]([CH2:6][N:7]2[CH2:12][CH2:11][CH2:10][CH:9]([CH2:13]O)[CH2:8]2)=[CH:4][CH:3]=1.C1(P(C2C=CC=CC=2)C2C=CC=CC=2)C=CC=CC=1.[C:36]1(=[O:46])[NH:40][C:39](=[O:41])[C:38]2=[CH:42][CH:43]=[CH:44][CH:45]=[C:37]12.N(C(OCC)=O)=NC(OCC)=O>C1COCC1>[Cl:1][C:2]1[CH:16]=[CH:15][C:5]([CH2:6][N:7]2[CH2:12][CH2:11][CH2:10][CH:9]([CH2:13][N:40]3[C:39](=[O:41])[C:38]4=[CH:42][CH:43]=[CH:44][CH:45]=[C:37]4[C:36]3=[O:46])[CH2:8]2)=[CH:4][CH:3]=1. Reported procedure: To a solution of 1-(p-chlorobenzyl)-3-hydroxymethyl piperidine (4.0 g, 19 mmol) in THF (40 ml) were added successively triphenylphosphine (5.60 g, 21.3 mmol), phthalimide (3.14 g, 21.4 mmol) and diethyl azodicarboxylate (3.4 ml, 21 mmol) under ice-cooling and the mixture was stirred for 1.5 hours. The solvent was distilled off from the reaction mixture under reduced pressure to give 10.52 g of crude 1-(p-chlorobenzyl)-3-phthalimidomethylpiperidine. This compound was used for the subsequent react... The reactants are CC(=O)Oc1ccc(C=Cc2ccc(S(=O)(=O)O)cc2)cc1C(=O)OCC(C)C, CN(C)C=O, ClCCl, [K], [Na+], [OH-], O, O=S(Cl)Cl. Yields the product CC(=O)Oc1ccc(C=Cc2ccc(S(=O)(=O)Cl)cc2)cc1C(=O)OCC(C)C. RXN SMILES: [C:2]([CH3:3])(=[O:4])[O:5][c:6]1[c:7]([C:8](=[O:9])[O:10][CH2:11][CH:12]([CH3:13])[CH3:14])[cH:15][c:16]([CH:19]=[CH:20][c:21]2[cH:22][cH:23][c:24]([S:27](=[O:28])(=[O:29])[OH:30])[cH:25][cH:26]2)[cH:17][cH:18]1.[CH3:31][N:32]([CH3:33])[CH:34]=[O:35].[Cl:42][CH2:43][Cl:44].[K:1].[Na+:41].[OH-:40].[OH2:45].[S:36]([Cl:37])([Cl:38])=[O:39]>>[C:2]([CH3:3])(=[O:4])[O:5][c:6]1[c:7]([C:8](=[O:9])[O:10][CH2:11][CH:12]([CH3:13])[CH3:14])[cH:15][c:16]([CH:19]=[CH:20][c:21]2[cH:22][cH:23][c:24]([S:27](=[O:28])(=[O:30])[Cl:38])[cH:25][cH:26]2)[cH:17][cH:18]1. Reactants: COC(=O)[C@H]1N(CC[C@@H]1O)C(=O)OC(C)(C)C ((2S,3S)-N-tert-Butyloxycarbonyl-3-hydroxy-2-pyrrolidinecarboxylic acid methyl ester), N1C=NC=C1 (imidazole), [Si](C)(C)(C(C)(C)C)Cl (tert-butydimethylsilyl chloride). The solvent is CN(C)C=O (DMF). Reaction conditions: time 8 hour. The product is COC(=O)[C@H]1N(CC[C@@H]1O[Si](C)(C)C(C)(C)C)C(=O)OC(C)(C)C ((2S,3S)-3-(tert-butyldimethylsilanyloxy)pyrrolidine-1,2-dicarboxylic acid 1-tert-butyl ester 2-methyl ester). Isolated yield 95.4%. RXN SMILES: [CH3:1][O:2][C:3]([C@@H:5]1[C@@H:9]([OH:10])[CH2:8][CH2:7][N:6]1[C:11]([O:13][C:14]([CH3:17])([CH3:16])[CH3:15])=[O:12])=[O:4].N1C=CN=C1.[Si:23](Cl)([C:26]([CH3:29])([CH3:28])[CH3:27])([CH3:25])[CH3:24]>CN(C=O)C>[CH3:1][O:2][C:3]([C@@H:5]1[C@@H:9]([O:10][Si:23]([C:26]([CH3:29])([CH3:28])[CH3:27])([CH3:25])[CH3:24])[CH2:8][CH2:7][N:6]1[C:11]([O:13][C:14]([CH3:17])([CH3:16])[CH3:15])=[O:12])=[O:4]. Procedure: To a solution of (2S,3S)-N-tert-butyloxycarbonyl-3-hydroxy-2 pyrrolidinecarboxylic acid methyl ester (1B) (4.90 g, 20.0 mmol) in DMF (20 mL) at rt was added imidazole (3.41 g, 50.1 mmol), and then tert-butydimethylsilyl chloride (3.91 g, 25.9 mmol). After stirring at rt overnight, the reaction mixture was partitioned between H2O and CH2Cl2. The CH2Cl2 layer was washed with 1 M H3PO4, saturated aqueous NaHCO3 and brine, dried (MgSO4), then filtered and concentrated under reduced pressure. The res... Reactants: C(C)(=O)NC1=CC=C(OCCO)C=C1 (2-(4-acetamidophenoxy)ethanol), [H-].[Na+] (sodium hydride), ClC1=NC=C(C=N1)Cl (2,5-Dichloropyrimidine). Run in O1CCCC1 (tetrahydrofuran). Yields the product C(C)(=O)NC1=CC=C(OCCOC2=NC=C(C=N2)Cl)C=C1 (2-[2-(4-acetamidophenoxy)ethoxy]-5-chloropyrimidine). As a reaction SMILES: [C:1]([NH:4][C:5]1[CH:14]=[CH:13][C:8]([O:9][CH2:10][CH2:11][OH:12])=[CH:7][CH:6]=1)(=[O:3])[CH3:2].[H-].[Na+].Cl[C:18]1[N:23]=[CH:22][C:21]([Cl:24])=[CH:20][N:19]=1>O1CCCC1>[C:1]([NH:4][C:5]1[CH:14]=[CH:13][C:8]([O:9][CH2:10][CH2:11][O:12][C:18]2[N:23]=[CH:22][C:21]([Cl:24])=[CH:20][N:19]=2)=[CH:7][CH:6]=1)(=[O:3])[CH3:2] |f:1.2|. Procedure details: A mixture of 2-(4-acetamidophenoxy)ethanol (25 g), granular sodium hydride (3.1 g) and dry tetrahydrofuran (250 ml) was heated under reflux for a period of 2 hours. 2,5-Dichloropyrimidine* (19 g) was added and the mixture was heated under reflux for a further 8 hours. The solvent was removed by distillation under reduced pressure, water was added and the crystalline product was collected and dried to give 2-[2-(4-acetamidophenoxy)ethoxy]-5-chloropyrimidine (35 g), m.p. 160° C.